Dataset: the Open Reaction Database (ORD), a public repository of structured organic reaction records. Task: describe an organic reaction: reactants, conditions, products, and yield Reactants: COC(=O)C1CCC(C(=O)O)CC1, O=C=NS(=O)(=O)Cl, ClCCl, O. Product: COC(=O)C1CCC(C#N)CC1. As a reaction SMILES: [CH3:8][O:9][C:10](=[O:11])[CH:12]1[CH2:13][CH2:14][CH:15]([C:18]([OH:19])=[O:20])[CH2:16][CH2:17]1.[Cl:1][S:2]([N:5]=[C:3]=[O:4])(=[O:6])=[O:7].[Cl:22][CH2:23][Cl:24].[OH2:21]>>[N:5]#[C:18][CH:15]1[CH2:14][CH2:13][CH:12]([C:10]([O:9][CH3:8])=[O:11])[CH2:17][CH2:16]1. Reactants: OCC1CNCCC1 (3-hydroxymethylpiperidine), C([O-])([O-])=O.[K+].[K+] (potassium carbonate), [I-].[Na+] (sodium iodide), Cl.ClCC1=CC=NC=C1 (4-chloromethylpyridine hydrochloride). Run in C(C)C(=O)C (methyl ethyl ketone). The product is OCC1CN(CCC1)CC1=CC=NC=C1 (3-hydroxymethyl-1-(4-pyridylmethyl)piperidine). The yield is 93.5%. RXN SMILES: [OH:1][CH2:2][CH:3]1[CH2:8][CH2:7][CH2:6][NH:5][CH2:4]1.C(=O)([O-])[O-].[K+].[K+].[I-].[Na+].Cl.Cl[CH2:19][C:20]1[CH:25]=[CH:24][N:23]=[CH:22][CH:21]=1>C(C(C)=O)C>[OH:1][CH2:2][CH:3]1[CH2:8][CH2:7][CH2:6][N:5]([CH2:19][C:20]2[CH:25]=[CH:24][N:23]=[CH:22][CH:21]=2)[CH2:4]1 |f:1.2.3,4.5,6.7|. Procedure: To a solution of 3-hydroxymethylpiperidine (5.0 g, 43 mmol) in methyl ethyl ketone (50 ml) were added successively potassium carbonate (60 g, 0.43 mol), sodium iodide (1.30 g, 8.68 mmol), 4-chloromethylpyridine hydrochloride (8.54 g, 52.1 mmol) and the mixture was heated under reflux for 8 hours. The reaction mixture was filtered with Celite and the solvent was distilled off from the filtrate under reduced pressure. The residue was chromatographed using silica gel column and the fraction from me... Reactants: ClC1=CC(=C(C=C1)OC1=CC=CC=C1)[N+](=O)[O-] (4-Chloro-2-nitro-1-phenoxy-benzene), Cl[Sn]Cl (SnCl2). Yields the product ClC=1C=CC(=C(C1)N)OC1=CC=CC=C1 (5-chloro-2-phenoxy-phenylamine). Isolated yield 78.6%. Reaction SMILES: [Cl:1][C:2]1[CH:7]=[CH:6][C:5]([O:8][C:9]2[CH:14]=[CH:13][CH:12]=[CH:11][CH:10]=2)=[C:4]([N+:15]([O-])=O)[CH:3]=1.Cl[Sn]Cl>>[Cl:1][C:2]1[CH:7]=[CH:6][C:5]([O:8][C:9]2[CH:14]=[CH:13][CH:12]=[CH:11][CH:10]=2)=[C:4]([NH2:15])[CH:3]=1. Procedure details: To a solution of DMF (50 mL) was added 1-bromo-2-nitro-4-chloro-benzene (5.0 g, 21.1 mmol), phenol (1.9 g, 21.1 mmol), and Na2CO3 (2.3 g, 21.1 mmol). The solution was heated to 85° C. and stirred overnight. The reaction was poured into water and extracted with EtOAc. Washed with water and dried over Na2SO4, filtered and concentrated under vacuum giving a yellow oil that was purified by silica gel column chromatography eluting with Hexanes:Ethyl Acetate (90:10) to give 4-chloro-2-nitro-1-phenoxy-... Starting materials: ClC=1C=C2C=C(C=NC2=CC1)OC1=CC=C(OC(C(=O)OCC)C)C=C1 (Ethyl 2-{4-[(6-chloroquinolin-3-yl)oxy]phenoxy}propionate), CI (methyl iodide). Run in ClCCl (dichloromethane). Yields the product [I-].ClC=1C=C2C=C(CN(C2=CC1)C)OC1=CC=C(OC(C(=O)OCC)C)C=C1 (Ethyl 2-{4-[(6-chloro-1-methylquinolin-3-yl)oxy]phenoxy}propionate iodide salt). As a reaction SMILES: [Cl:1][C:2]1[CH:3]=[C:4]2[C:9](=[CH:10][CH:11]=1)[N:8]=[CH:7][C:6]([O:12][C:13]1[CH:26]=[CH:25][C:16]([O:17][CH:18]([CH3:24])[C:19]([O:21][CH2:22][CH3:23])=[O:20])=[CH:15][CH:14]=1)=[CH:5]2.[CH3:27][I:28]>ClCCl>[I-:28].[Cl:1][C:2]1[CH:3]=[C:4]2[C:9](=[CH:10][CH:11]=1)[N:8]([CH3:27])[CH2:7][C:6]([O:12][C:13]1[CH:14]=[CH:15][C:16]([O:17][CH:18]([CH3:24])[C:19]([O:21][CH2:22][CH3:23])=[O:20])=[CH:25][CH:26]=1)=[CH:5]2 |f:3.4|. Procedure: Ethyl 2-{4-[(6-chloro-1-methylquinolin-3-yl)oxy]phenoxy}propionate iodide salt (8) was prepared by reacting a mixture of ethyl 2-{4-[(6-chloroquinolin-3-yl)oxy]phenoxy}propionate (see Example 7) and methyl iodide in dichloromethane at ambient temperature for a period of four days. The product, a viscous oil, was characterized by its proton magnetic resonance spectrum. Pmr spectrum (CDCl3 ; in ppm): 10.1 (1H, d); 8.8 (1H, d); 8.65 (1H, d); 8.5 (1H, d); 8.05 (1H, d of d); 7.3 (4H, d of d); 4.95 (4... Starting materials: N1C(C=CC=C1)=O (Pyridinone), N1C(C=CC=C1)=O (pyridinone), N1C(C=CC=C1)=O (pyridinone), C[Si](OC(CC#N)C(OC)OC)(C(C)(C)C)C (3-[[Dimethyl(1,1-dimethylethyl)silyl]oxy]-4,4-dimethoxybutanenitrile), Cl.C[Si](OC(CCN)C(OC)OC)(C(C)(C)C)C (3-[[Dimethyl(1,1-dimethylethyl)silyl]oxy]-4,4-dimethoxybutanamine Hydrochloride), C[Si](OC(CC#N)C(OC)OC)(C(C)(C)C)C (3-[[Dimethyl(1,1-dimethylethyl)silyl]oxy]-4,4-dimethoxybutanenitrile), nitrile substituted pyridinone, nitrile substituted pyridinone, C/C=C/CCCCC1=C(C(=O)N2CC/C(=N/O)/C2O1)C (brevioxime). Reagents/catalysts: O=[Pt]=O (Adam's catalyst), O=[Pt]=O (PtO2). The solvent is C(Cl)(Cl)Cl (CHCl3), C(C)O (ethanol), C(C)O (ethanol), C(C)O (ethanol), C(Cl)(Cl)Cl (CHCl3). Reaction conditions: time 24 hour. Product: C[Si](OC(CCN)C(OC)OC)(C(C)(C)C)C (3-[[Dimethyl(1,1-dimethylethyl)silyl]oxy]-4,4-dimethoxybutanamine). Reaction SMILES: N1C=CC=CC1=O.C/C=C/CCCCC1OC2N(CC/C/2=N/O)C(=O)C=1C.Cl.[CH3:29][Si:30]([CH3:45])([C:41]([CH3:44])([CH3:43])[CH3:42])[O:31][CH:32]([CH:36]([O:39][CH3:40])[O:37][CH3:38])[CH2:33][CH2:34][NH2:35].C[Si](C)(C(C)(C)C)OC(C(OC)OC)CC#N>C(O)C.O=[Pt]=O.C(Cl)(Cl)Cl>[CH3:45][Si:30]([CH3:29])([C:41]([CH3:43])([CH3:42])[CH3:44])[O:31][CH:32]([CH:36]([O:39][CH3:40])[O:37][CH3:38])[CH2:33][CH2:34][NH2:35] |f:2.3|. Procedure details: Pyridinone derivative (R) can be reduced to form pyridinone derivative (T) as shown in Reaction Scheme X. A similar result in Reaction Scheme X can be obtained for the corresponding derivative of pyridinone (E). wherein Z, R2, R3, and R4 are as defined in Reaction Scheme VI. The reduction of the nitrile substituted pyridinone derivative (R) is accomplished by combining PtO2 and the nitrile substituted pyridinone in dry ethanol and adding CHCl3. The combined reaction mixture is agitated under hyd...